From a dataset of the Open Reaction Database (ORD), a public repository of structured organic reaction records. describe an organic reaction: reactants, conditions, products, and yield Starting materials: CCOC(=O)CCCn1ccc2c(NCC(NC(=O)OCc3ccccc3)C(=O)OC(C)(C)C)nc(C)nc21, CC(=O)O, CCO. Yields the product CCOC(=O)CCCn1ccc2c(NCC(N)C(=O)OC(C)(C)C)nc(C)nc21. RXN SMILES: [CH2:1]([CH3:2])[O:3][C:4]([CH2:5][CH2:6][CH2:7][n:8]1[cH:9][cH:10][c:11]2[c:12]1[n:13][c:14]([CH3:38])[n:15][c:16]2[NH:17][CH2:18][CH:19]([C:20](=[O:21])[O:22][C:23]([CH3:24])([CH3:25])[CH3:26])[NH:27][C:28]([O:29][CH2:30][c:31]1[cH:32][cH:33][cH:34][cH:35][cH:36]1)=[O:37])=[O:39].[CH3:40][C:41](=[O:42])[OH:43].[CH3:44][CH2:45][OH:46]>>[CH2:1]([CH3:2])[O:3][C:4]([CH2:5][CH2:6][CH2:7][n:8]1[cH:9][cH:10][c:11]2[c:12]1[n:13][c:14]([CH3:38])[n:15][c:16]2[NH:17][CH2:18][CH:19]([C:20](=[O:21])[O:22][C:23]([CH3:24])([CH3:25])[CH3:26])[NH2:27])=[O:39]. The reactants are COC1=CC=C(C=C1)C=CC=1OC(=CC(C1)=O)C1=CC=CC=C1 (2-[2-(4-methoxyphenyl)ethenyl]-6-phenyl-4H-pyran-4-one), B(Br)(Br)Br (boron tribromide). The solvent is CCOCC (ether). The product is OC1=CC=C(C=C1)C=CC=1OC(=CC(C1)=O)C1=CC=CC=C1 (2-[2-(4-Hydroxyphenyl)ethenyl]-6-phenyl-4H-pyran-4-one). As a reaction SMILES: C[O:2][C:3]1[CH:8]=[CH:7][C:6]([CH:9]=[CH:10][C:11]2[O:12][C:13]([C:18]3[CH:23]=[CH:22][CH:21]=[CH:20][CH:19]=3)=[CH:14][C:15](=[O:17])[CH:16]=2)=[CH:5][CH:4]=1.B(Br)(Br)Br>CCOCC>[OH:2][C:3]1[CH:8]=[CH:7][C:6]([CH:9]=[CH:10][C:11]2[O:12][C:13]([C:18]3[CH:19]=[CH:20][CH:21]=[CH:22][CH:23]=3)=[CH:14][C:15](=[O:17])[CH:16]=2)=[CH:5][CH:4]=1. Procedure: The ether linkage of 2-[2-(4-methoxyphenyl)ethenyl]-6-phenyl-4H-pyran-4-one was cleaved with boron tribromide as described in Example 47 to give the title product as orange needles (mp 198°-201° C.). The reactants are C(\C=C\C(=O)O)(=O)O (fumaric acid), solution, [OH-].[K+] (potassium hydroxide), FC1=CC=C(CN2CCC(CC2)CCNC(=O)C2=NOC(=N2)C2=CC=C(C=C2)C#N)C=C1 (3-[[2-{1-(4-fluorobenzyl)piperidin-4-yl}ethyl]carbamoyl]-5-(4-cyanophenyl)-1,2,4-oxadiazole), Cl.N1CCC(CC1)CCNC(=O)C1=NOC(=N1)C1=CC=C(C=C1)C#N (3-[{2-(piperidin-4-yl)ethyl}carbamoyl]-5-(4-cyanophenyl)-1,2,4-oxadiazole hydrochloride), FC1=CC=C(C=O)C=C1 (4-fluorobenzaldehyde), 4A, [BH4-].[Na+] (sodium borohydride). Solvent: C(C)O (ethanol), CO (methanol), CO (methanol). Run at time 5 hour. The product is C(\C=C\C(=O)O)(=O)O.FC1=CC=C(CN2CCC(CC2)CCNC(=O)C2=NOC(=N2)C2=CC=C(C=C2)C#N)C=C1 (3-[[2-{1-(4-fluorobenzyl)piperidin-4-yl}ethyl]carbamoyl]-5-(4-cyanophenyl)-1,2,4-oxadiazole fumarate). Reaction SMILES: Cl.N1CCC(CCNC(C2N=C(C3C=CC(C#N)=CC=3)ON=2)=O)CC1.FC1C=CC(C=O)=CC=1.[OH-].[K+].[BH4-].[Na+].[F:39][C:40]1[CH:70]=[CH:69][C:43]([CH2:44][N:45]2[CH2:50][CH2:49][CH:48]([CH2:51][CH2:52][NH:53][C:54]([C:56]3[N:60]=[C:59]([C:61]4[CH:66]=[CH:65][C:64]([C:67]#[N:68])=[CH:63][CH:62]=4)[O:58][N:57]=3)=[O:55])[CH2:47][CH2:46]2)=[CH:42][CH:41]=1.[C:71]([OH:78])(=[O:77])/[CH:72]=[CH:73]/[C:74]([OH:76])=[O:75]>CO.C(O)C>[C:71]([OH:78])(=[O:77])/[CH:72]=[CH:73]/[C:74]([OH:76])=[O:75].[F:39][C:40]1[CH:41]=[CH:42][C:43]([CH2:44][N:45]2[CH2:50][CH2:49][CH:48]([CH2:51][CH2:52][NH:53][C:54]([C:56]3[N:60]=[C:59]([C:61]4[CH:62]=[CH:63][C:64]([C:67]#[N:68])=[CH:65][CH:66]=4)[O:58][N:57]=3)=[O:55])[CH2:47][CH2:46]2)=[CH:69][CH:70]=1 |f:0.1,3.4,5.6,11.12|. Procedure: To a mixture of 3-[{2-(piperidin-4-yl)ethyl}carbamoyl]-5-(4-cyanophenyl)-1,2,4-oxadiazole hydrochloride (0.7 g), 4-fluorobenzaldehyde (0.24 g) and molecular sieves 4A (1.0 g) in methanol (7 ml) was added 1M solution of potassium hydroxide in methanol (1.93 ml). After stirring for 5 hours at ambient temperature, sodium borohydride (73 mg) was added to the mixture under ice cooling. The mixture was stirred for 20 minutes and evaporated in vacuo. The residue was dissolved in ethyl acetate and washe... Reactants: 4.1.a, BrC1=CC(=C(N)C=C1)O (4-bromo-2-hydroxy-aniline), CC=1C=C(C(=O)O)C=CC1 (3-methyl-benzoic acid). Product: BrC1=CC2=C(N=C(O2)C=2C=C(C=CC2)C)C=C1 (6-bromo-2-m-tolyl-benzoxazole). Reaction SMILES: [Br:1][C:2]1[CH:8]=[CH:7][C:5]([NH2:6])=[C:4]([OH:9])[CH:3]=1.[CH3:10][C:11]1[CH:12]=[C:13]([CH:17]=[CH:18][CH:19]=1)[C:14](O)=O>>[Br:1][C:2]1[CH:8]=[CH:7][C:5]2[N:6]=[C:10]([C:11]3[CH:12]=[C:13]([CH3:14])[CH:17]=[CH:18][CH:19]=3)[O:9][C:4]=2[CH:3]=1. Procedure: Preparation is carried out analogously to 4.1.a from 4-bromo-2-hydroxy-aniline and 3-methyl-benzoic acid. Starting materials: ICl (Iodine monochloride), [N-]=[N+]=[N-].[Na+] (sodium azide), OCCOCN1C(=O)NC(=O)C(=C1)C=C (1-[(2-hydroxyethoxy)methyl]-5-vinyluracil). The solvent is C(C)#N (acetonitrile), C(C)#N (acetonitrile), C(Cl)(Cl)Cl.CO (chloroform methanol). Product: OCCOCN1C(=O)NC(=O)C(=C1)C(CI)N=[N+]=[N-] (1-[(2-Hydroxyethoxy)methyl]-5-(1-Azido-2-iodoethyl)-uracil). Yield: 34.8%. RXN SMILES: [I:1]Cl.[N-:3]=[N+:4]=[N-:5].[Na+].[OH:7][CH2:8][CH2:9][O:10][CH2:11][N:12]1[CH:19]=[C:18]([CH:20]=[CH2:21])[C:16](=[O:17])[NH:15][C:13]1=[O:14]>C(#N)C.C(Cl)(Cl)Cl.CO>[OH:7][CH2:8][CH2:9][O:10][CH2:11][N:12]1[CH:19]=[C:18]([CH:20]([N:3]=[N+:4]=[N-:5])[CH2:21][I:1])[C:16](=[O:17])[NH:15][C:13]1=[O:14] |f:1.2,5.6|. Procedure details: Iodine monochloride (92 mg, 0.56 mmol) was added slowly during a five minute period to a suspension of sodium azide (129 mg, 2.0 mmol) in dry acetonitrile (10 ml) at ice-bath temperature with stirring. This mixture was stirred for a further 5 min., a solution of 1 (105 mg, 0.49 mmol) in dry acetonitrile (15 ml) was added, the reaction mixture was stirred at 0° C. for 30 min. The resulting red-brown colored reaction mixture was poured onto ice cold water (25 ml), the mixture was extracted with et... Reactants: O (water), C(CC)(=O)C=1C(CC(CC1O)C1=CC(=CC=C1)OC1=CC(=CC=C1)S(=O)(=O)C)=O (2-propionyl-3-hydroxy-5-(3-(3-(methylsulfonyl)phenoxy)phenyl)-cyclohex-2-en-1-one), Cl.C(C)ON (ethoxyamine hydrochloride), C(C)(=O)[O-].[Na+] (sodium acetate). Run in C(Cl)Cl (methylene chloride), C(C)O (ethanol). Conditions: time 24 hour. Product: C(C)ON=C(CC)C=1C(CC(CC1O)C1=CC(=CC=C1)OC1=CC(=CC=C1)S(=O)(=O)C)=O (2-(1-(Ethoxyimino)propyl)-3-hydroxy-5-(3-(3-(methylsulfonyl)phenoxy)phenyl)cyclohex-2-en-1-one). RXN SMILES: [C:1]([C:5]1[C:6](=[O:29])[CH2:7][CH:8]([C:12]2[CH:17]=[CH:16][CH:15]=[C:14]([O:18][C:19]3[CH:24]=[CH:23][CH:22]=[C:21]([S:25]([CH3:28])(=[O:27])=[O:26])[CH:20]=3)[CH:13]=2)[CH2:9][C:10]=1[OH:11])(=O)[CH2:2][CH3:3].Cl.[CH2:31]([O:33][NH2:34])[CH3:32].C([O-])(=O)C.[Na+].O>C(Cl)Cl.C(O)C>[CH2:31]([O:33][N:34]=[C:1]([C:5]1[C:6](=[O:29])[CH2:7][CH:8]([C:12]2[CH:17]=[CH:16][CH:15]=[C:14]([O:18][C:19]3[CH:24]=[CH:23][CH:22]=[C:21]([S:25]([CH3:28])(=[O:27])=[O:26])[CH:20]=3)[CH:13]=2)[CH2:9][C:10]=1[OH:11])[CH2:2][CH3:3])[CH3:32] |f:1.2,3.4|. Procedure: A solution of 3.5 g (8.5 mmol) of 2-propionyl-3-hydroxy-5-(3-(3-(methylsulfonyl)phenoxy)phenyl)-cyclohex-2-en-1-one in 10 mL of methylene chloride and 20 mL of absolute ethanol was treated with 1.0 g (1.0 mmol) of ethoxyamine hydrochloride and 0.9 g (1.0 mmol) of anhydrous sodium acetate. After stirring for 24 hours, the mixture was poured into 100 mL of water and extracted thrice with 20 mL portions of methylene chloride. The combined extracts were dried over MgSO4, filtered and passed through ... Yields the product ClC=1C=C(C=CC1OC(C)C)C1=NOC(=N1)C1=C2C=CNC2=CC=C1 (3-(3-chloro-4-isopropoxyphenyl)-5-(1H-indol-4-yl)-1,2,4-oxadiazole). RXN SMILES: [NH:1]1[C:9]2[CH:8]=[CH:7][CH:6]=[C:5]([C:10]([OH:12])=O)[C:4]=2[CH:3]=[CH:2]1.Cl.CN(C)CCCN=C=NCC.O.N1(O)C2C=CC=CC=2N=N1.[Cl:36][C:37]1[CH:38]=[C:39]([CH:44]=[CH:45][C:46]=1[O:47][CH:48]([CH3:50])[CH3:49])[C:40]([NH:42]O)=[NH:41]>CN(C=O)C.O>[Cl:36][C:37]1[CH:38]=[C:39]([C:40]2[N:42]=[C:10]([C:5]3[CH:6]=[CH:7][CH:8]=[C:9]4[C:4]=3[CH:3]=[CH:2][NH:1]4)[O:12][N:41]=2)[CH:44]=[CH:45][C:46]=1[O:47][CH:48]([CH3:50])[CH3:49] |f:1.2,3.4|. The solvent is CN(C)C=O (DMF), CN(C)C=O (DMF), O (water). The reactants are ClC=1C=C(C(=N)NO)C=CC1OC(C)C (3-chloro-N-hydroxy-4-isopropoxybenzamidine), N1C=CC=2C(=CC=CC12)C(=O)O (1H-indole-4-carboxylic acid), Cl.CN(CCCN=C=NCC)C ((3-dimethylamino-propyl)-ethyl-carbodiimide hydrochloride), O.N1(N=NC2=C1C=CC=C2)O (benzotriazol-1-ol hydrate). Reported procedure: Under an atmosphere of nitrogen a mixture of 1H-indole-4-carboxylic acid (3.88 g, 24.05 mmol), (3-dimethylamino-propyl)-ethyl-carbodiimide hydrochloride (4.61 g, 24.05 mmol) and benzotriazol-1-ol hydrate (3.68 g, 24.05 mmol) in anhydrous DMF (61.4 ml) was stirred at ambient temperature for about 1 h. To the reaction mixture a solution of 3-chloro-N-hydroxy-4-isopropoxybenzamidine (5.0 g, 21.87 mmol) in DMF (11.51 ml) was added. The mixture was stirred and heated at about 140° C. for about 2 h. T... Run at time 1 hour. Yield: 35.7%.